From a dataset of the Open Reaction Database (ORD), a public repository of structured organic reaction records. describe an organic reaction: reactants, conditions, products, and yield Starting materials: CN(CCNCC1CCN(CC1)C1=CC=C(C=C1)NC(OC(C)(C)C)=O)C (tert-butyl {4-[4-({[2-(dimethylamino)ethyl]amino}methyl)piperidin-1-yl]phenyl}carbamate), Cl (hydrogen chloride). Solvent: O1CCOCC1 (dioxane). Run at time 8 hour. The product is Cl.Cl.Cl.Cl.NC1=CC=C(C=C1)N1CCC(CC1)CNCCN(C)C (N-[1-(4-amino-phenyl)-piperidin-4-ylmethyl]-N′,N′-dimethyl-ethane-1,2-diamine tetrahydrochloride). The yield is 69.0%. RXN SMILES: [CH3:1][N:2]([CH3:27])[CH2:3][CH2:4][NH:5][CH2:6][CH:7]1[CH2:12][CH2:11][N:10]([C:13]2[CH:18]=[CH:17][C:16]([NH:19]C(=O)OC(C)(C)C)=[CH:15][CH:14]=2)[CH2:9][CH2:8]1.[ClH:28]>O1CCOCC1>[ClH:28].[ClH:28].[ClH:28].[ClH:28].[NH2:19][C:16]1[CH:17]=[CH:18][C:13]([N:10]2[CH2:9][CH2:8][CH:7]([CH2:6][NH:5][CH2:4][CH2:3][N:2]([CH3:27])[CH3:1])[CH2:12][CH2:11]2)=[CH:14][CH:15]=1 |f:3.4.5.6.7|. Procedure: To a sample of tert-butyl {4-[4-({[2-(dimethylamino)ethyl]amino}methyl)piperidin-1-yl]phenyl}carbamate (approximately 1.0 mmol) is added hydrogen chloride solution (4 N in dioxane (10 mL). After stirring overnight at room temperature, the solvent is evaporated under reduced pressure. The solid material is collected, washed with diethyl ether, and dried under house vacuum to give the intermediate N-[1-(4-amino-phenyl)-piperidin-4-ylmethyl]-N′,N′-dimethyl-ethane-1,2-diamine tetrahydrochloride (0.2...